describe an organic reaction: reactants, conditions, products, and yield From a dataset of the Open Reaction Database (ORD), a public repository of structured organic reaction records. The reactants are C(C)(=O)N1C(CC2=CC(=CC=C12)C(C)=O)=O (1,5-diacetyl-2-indolinone), C(CCCC)(OC)(OC)OC (trimethyl orthovalerate). Product: C(C)(=O)N1C(C(C2=CC(=CC=C12)C(C)=O)=C(CCCC)OC)=O (1,5-diacetyl-3-(1-methoxy-pentylidene)-2-indolinone). Reaction SMILES: [C:1]([N:4]1[C:12]2[C:7](=[CH:8][C:9]([C:13](=[O:15])[CH3:14])=[CH:10][CH:11]=2)[CH2:6][C:5]1=[O:16])(=[O:3])[CH3:2].[C:17](OC)(OC)([O:22][CH3:23])[CH2:18][CH2:19][CH2:20][CH3:21]>>[C:1]([N:4]1[C:12]2[C:7](=[CH:8][C:9]([C:13](=[O:15])[CH3:14])=[CH:10][CH:11]=2)[C:6](=[C:17]([O:22][CH3:23])[CH2:18][CH2:19][CH2:20][CH3:21])[C:5]1=[O:16])(=[O:3])[CH3:2]. Reported procedure: Prepared from 1,5-diacetyl-2-indolinone and trimethyl orthovalerate Reactants: C(C1=CC=CC=C1)OC1OC2=C(NC1=O)C=CC=C2C(C(O)OCC)=O (benzyloxy-8-(2-ethoxy-2-hydroxyacetyl)-4H-benzo[1,4]oxazin-3-one), CC=1C=C(C=C(C1)C)CC(C)(C)N (2-(3,5-dimethylphenyl)-1,1-dimethylethylamine), Cl (hydrochloride). The product is C(C1=CC=CC=C1)OC=1C=C(C2=C(NC(CO2)=O)C1)C(CNC(CC1=CC(=CC(=C1)C)C)(C)C)O (6-benzyloxy-8-{2-[2-(3,5-dimethylphenyl)-1,1-dimethylethylamino]-1-hydroxyethyl}-4H-benzo[1,4]oxazin-3-one). RXN SMILES: C(O[CH:9]1[C:14](=[O:15])[NH:13][C:12]2[CH:16]=[CH:17][CH:18]=[C:19]([C:20](=[O:26])[CH:21](OCC)O)[C:11]=2[O:10]1)C1C=CC=CC=1.[CH3:27][C:28]1[CH:29]=[C:30]([CH2:35][C:36]([NH2:39])([CH3:38])[CH3:37])[CH:31]=[C:32]([CH3:34])[CH:33]=1.Cl>>[CH2:20]([O:26][C:17]1[CH:18]=[C:19]([CH:20]([OH:26])[CH2:21][NH:39][C:36]([CH3:37])([CH3:38])[CH2:35][C:30]2[CH:31]=[C:32]([CH3:34])[CH:33]=[C:28]([CH3:27])[CH:29]=2)[C:11]2[O:10][CH2:9][C:14](=[O:15])[NH:13][C:12]=2[CH:16]=1)[C:19]1[CH:11]=[CH:12][CH:16]=[CH:17][CH:18]=1. Procedure: Prepared analogously to the method for Example 8(d) from 1.47 g (4.1 mmol) of benzyloxy-8-(2-ethoxy-2-hydroxyacetyl)-4H-benzo[1,4]oxazin-3-one and 0.65 g (3.7 mmol) of 2-(3,5-dimethylphenyl)-1,1-dimethylethylamine. Yield: 1.1 g (51%, hydrochloride); melting point: 220° C.-222° C. The reactants are BrCc1ccccc1, Cc1cc(C)cc(Oc2[nH]c(=O)[nH]c(=O)c2C(C)C)c1. Yields the product Cc1cc(C)cc(Oc2c(C(C)C)c(=O)[nH]c(=O)n2Cc2ccccc2)c1. RXN SMILES: [Br:21][CH2:22][c:23]1[cH:24][cH:25][cH:26][cH:27][cH:28]1.[CH:1]([CH3:2])([CH3:3])[c:4]1[c:5](=[O:20])[nH:6][c:7](=[O:19])[nH:8][c:9]1[O:10][c:11]1[cH:12][c:13]([CH3:18])[cH:14][c:15]([CH3:17])[cH:16]1>>[CH:1]([CH3:2])([CH3:3])[c:4]1[c:5](=[O:20])[nH:6][c:7](=[O:19])[n:8]([CH2:22][c:23]2[cH:24][cH:25][cH:26][cH:27][cH:28]2)[c:9]1[O:10][c:11]1[cH:12][c:13]([CH3:18])[cH:14][c:15]([CH3:17])[cH:16]1. Starting materials: CCCC(O)c1cnc(-c2c(CC)cccc2CC)cc1OC(C)C, ClCCl, O=[Cr](=O)([O-])O[Cr](=O)(=O)[O-], c1cc[nH+]cc1, c1cc[nH+]cc1. Product: CCCC(=O)c1cnc(-c2c(CC)cccc2CC)cc1OC(C)C. RXN SMILES: [CH2:1]([CH3:2])[c:3]1[c:4](-[c:11]2[cH:12][c:13]([O:22][CH:23]([CH3:24])[CH3:25])[c:14]([CH:17]([CH2:18][CH2:19][CH3:20])[OH:21])[cH:15][n:16]2)[c:5]([CH2:9][CH3:10])[cH:6][cH:7][cH:8]1.[Cl:47][CH2:48][Cl:49].[Cr:26]([O:27][Cr:28]([O-:29])(=[O:30])=[O:31])([O-:32])(=[O:33])=[O:34].[nH+:35]1[cH:36][cH:37][cH:38][cH:39][cH:40]1.[nH+:41]1[cH:42][cH:43][cH:44][cH:45][cH:46]1>>[CH2:1]([CH3:2])[c:3]1[c:4](-[c:11]2[cH:12][c:13]([O:22][CH:23]([CH3:24])[CH3:25])[c:14]([C:17]([CH2:18][CH2:19][CH3:20])=[O:21])[cH:15][n:16]2)[c:5]([CH2:9][CH3:10])[cH:6][cH:7][cH:8]1. The reactants are crude product, COC1=CC=C(C=C1)C(C#N)(C)C (2-(4-methoxyphenyl)-2-methylpropanenitrile), O (water), [OH-].[Na+] (sodium hydroxide), O (water), [H-].[Al+3].[Li+].[H-].[H-].[H-] (lithiumaluminium hydride). The solvent is C(C)OCC (diethylether), C(C)OCC (diethyl ether). Reaction conditions: temperature 5 celsius, time 2 hour. Yields the product COC1=CC=C(C=C1)C(CN)(C)C (2-(4-Methoxyphenyl)-2-methylpropan-1-amine). As a reaction SMILES: [H-].[Al+3].[Li+].[H-].[H-].[H-].[CH3:7][O:8][C:9]1[CH:14]=[CH:13][C:12]([C:15]([CH3:19])([CH3:18])[C:16]#[N:17])=[CH:11][CH:10]=1.[OH-].[Na+].O>C(OCC)C>[CH3:7][O:8][C:9]1[CH:14]=[CH:13][C:12]([C:15]([CH3:19])([CH3:18])[CH2:16][NH2:17])=[CH:11][CH:10]=1 |f:0.1.2.3.4.5,7.8|. Procedure: A reaction vessel was charged with lithiumaluminium hydride (0.433 g, 11.41 mmol) and dry diethyl ether (20 mL). After cooling to 5° C. a solution of 2-(4-methoxyphenyl)-2-methylpropanenitrile (2.00 g, 11.41 mmol) in dry diethylether (10 mL) was added dropwise. The reaction mixture was stirred at 5° C. for 2 h. The reaction mixture was then cooled in an ice bath and 2N aqueous sodium hydroxide solution (0.8 mL) and water (1.5 mL) were added. After stirring for 20 min additional water (40 mL) was... Starting materials: CC1(OCCO1)C1(CC1)C=O (1-(2-methyl-1,3-dioxolan-2-yl)cyclopropanecarbaldehyde), FC(C(C(C(F)(F)F)(F)F)(F)F)(F)I (perfluorobutyl iodide), C[Li].[Br-].[Li+] (methyllithium lithium bromide). Run in C(C)OCC (diethyl ether). Conditions: time 30 minute. Product: CC1(OCCO1)C1(CC1)C(O)C(C(C(C(F)(F)F)(F)F)(F)F)(F)F (1-(2-methyl-1,3-dioxolan-2-yl)-α-(1,1,2,2,3,3,4,4,4-nonafluorobutyl)cyclopropanemethanol). RXN SMILES: [CH3:1][C:2]1([C:7]2([CH:10]=[O:11])[CH2:9][CH2:8]2)[O:6][CH2:5][CH2:4][O:3]1.[F:12][C:13](I)([F:24])[C:14]([F:23])([F:22])[C:15]([F:21])([F:20])[C:16]([F:19])([F:18])[F:17].C[Li].[Br-].[Li+]>C(OCC)C>[CH3:1][C:2]1([C:7]2([CH:10]([C:13]([F:24])([F:12])[C:14]([F:22])([F:23])[C:15]([F:20])([F:21])[C:16]([F:19])([F:18])[F:17])[OH:11])[CH2:9][CH2:8]2)[O:3][CH2:4][CH2:5][O:6]1 |f:2.3.4|. Procedure details: 1.2 g of 97 and 3.92 ml of perfluorobutyl iodide in 40 ml of diethyl ether are introduced under argon and methyllithium/lithium bromide complex (1.5 M in diethyl ether) is added in drops at −78° C. After 30 minutes, it is quenched with sodium chloride solution and diluted with ethyl acetate. Extraction with ethyl acetate, washing of the combined organic phases with sodium chloride solution, drying on sodium sulfate, removal of the solvent and chromatography on silica gel with ethyl acetate/hexan... Reactants: C1CCOC1, O=C(CCl)NC(CO)c1ccc(F)c(F)c1, [H-], [Na+]. Product: O=C1COCC(c2ccc(F)c(F)c2)N1. As a reaction SMILES: [CH2:19]1[O:20][CH2:21][CH2:22][CH2:23]1.[Cl:3][CH2:4][C:5](=[O:6])[NH:7][CH:8]([CH2:9][OH:10])[c:11]1[cH:12][c:13]([F:18])[c:14]([F:17])[cH:15][cH:16]1.[H-:1].[Na+:2]>>[CH2:4]1[C:5](=[O:6])[NH:7][CH:8]([c:11]2[cH:12][c:13]([F:18])[c:14]([F:17])[cH:15][cH:16]2)[CH2:9][O:10]1.